Dataset: the Open Reaction Database (ORD), a public repository of structured organic reaction records. Task: describe an organic reaction: reactants, conditions, products, and yield The reactants are C(C)OC(C)=NC(C1=CC=C(C=C1)Cl)=O (N-(1-ethoxy-ethylidene) -4-chloro-benzamide), N(N)C1=CC=C(C=N1)S(=O)(=O)N (6-hydrazinopyridine-3-sulfonic acid amide), O (water). The solvent is ClCCl (dichloromethane), CO (methanol). Run at time 8 hour. Yields the product ClC1=CC=C(C=C1)C1=NC(=NN1C1=CC=C(C=N1)S(=O)(=O)N)C (6-[5-(4-chloro-phenyl)-3-methyl-[1,2,4]triazole-1-yl]-pyridine-3-sulfonic acid amide). Isolated yield 61.0%. As a reaction SMILES: C(O[C:4](=[N:6][C:7](=O)[C:8]1[CH:13]=[CH:12][C:11]([Cl:14])=[CH:10][CH:9]=1)[CH3:5])C.[NH:16]([C:18]1[N:23]=[CH:22][C:21]([S:24]([NH2:27])(=[O:26])=[O:25])=[CH:20][CH:19]=1)[NH2:17].O>ClCCl.CO>[Cl:14][C:11]1[CH:10]=[CH:9][C:8]([C:7]2[N:16]([C:18]3[N:23]=[CH:22][C:21]([S:24]([NH2:27])(=[O:26])=[O:25])=[CH:20][CH:19]=3)[N:17]=[C:4]([CH3:5])[N:6]=2)=[CH:13][CH:12]=1. Procedure details: N-(1-ethoxy-ethylidene) -4-chloro-benzamide 472 mg (2.09 mmol) was dissolved in a mixed solvent of dichloromethane 20 ml and methanol 10 ml, and 6-hydrazinopyridine-3-sulfonic acid amide 433 mg (2.23 mmol) was added to the solution and stirred for 8 hours. After completing the reaction, water 20 ml was added to the reacting solution and extracted two times with dichloromethane, and then, the organic layer was washed with saturated brine. The organic layer was dried with anhydrous magnesium sulfa... Reactants: CC1(OC[C@H](O1)CN1N=C(C=C1)NC(C(CC(C)C)N1N=CC(=CC1=O)OC1=C(C=CC=C1F)F)=O)C (2-[4-(2,6-difluoro-phenoxy)-6-oxo-6H-pyridazin-1-yl]-4-methyl-pentanoic acid [1-((R)-2,2-dimethyl-[1,3]dioxolan-4-ylmethyl)-1H-pyrazol-3-yl]-amide), O.C1(=CC=C(C=C1)S(=O)(=O)O)C (para-toluenesulfonic acid monohydrate). The solvent is C(C)(=O)OCC (ethyl acetate), CO (methanol). Conditions: temperature 25 celsius, time 8 hour. Product: O[C@H](CN1N=C(C=C1)NC(C(CC(C)C)N1N=CC(=CC1=O)OC1=C(C=CC=C1F)F)=O)CO (2-[4-(2,6-difluoro-phenoxy)-6-oxo-6H-pyridazin-1-yl]-4-methyl-pentanoic acid [1-((R)-2,3-dihydroxy-propyl)-1H-pyrazol-3-yl]-amide). Yield: 77.3%. As a reaction SMILES: CC1(C)[O:6][C@H:5]([CH2:7][N:8]2[CH:12]=[CH:11][C:10]([NH:13][C:14](=[O:36])[CH:15]([N:20]3[C:25](=[O:26])[CH:24]=[C:23]([O:27][C:28]4[C:33]([F:34])=[CH:32][CH:31]=[CH:30][C:29]=4[F:35])[CH:22]=[N:21]3)[CH2:16][CH:17]([CH3:19])[CH3:18])=[N:9]2)[CH2:4][O:3]1.O.C1(C)C=CC(S(O)(=O)=O)=CC=1>CO.C(OCC)(=O)C>[OH:6][C@@H:5]([CH2:4][OH:3])[CH2:7][N:8]1[CH:12]=[CH:11][C:10]([NH:13][C:14](=[O:36])[CH:15]([N:20]2[C:25](=[O:26])[CH:24]=[C:23]([O:27][C:28]3[C:33]([F:34])=[CH:32][CH:31]=[CH:30][C:29]=3[F:35])[CH:22]=[N:21]2)[CH2:16][CH:17]([CH3:19])[CH3:18])=[N:9]1 |f:1.2|. Reported procedure: A solution of 2-[4-(2,6-difluoro-phenoxy)-6-oxo-6H-pyridazin-1-yl]-4-methyl-pentanoic acid [1-((R)-2,2-dimethyl-[1,3]dioxolan-4-ylmethyl)-1H-pyrazol-3-yl]-amide (1.21 g, 2.33 mmol) in methanol (23 mL, 0.1 M) at 25° C. was treated with para-toluenesulfonic acid monohydrate (66.3 mg, 0.34 mmol). The reaction was stirred at 25° C. overnight. After this time, the reaction was diluted with ethyl acetate (200 mL) and was washed with a saturated aqueous sodium bicarbonate solution (2×100 mL), water (1×... Starting materials: C(C)(C)N(CC)C(C)C (diisopropyl(ethyl)amine), ClC1=CC=C2C(=CC=NC2=C1)N1CCNCC1 (7-chloro-4-(piperazin-1-yl)quinoline), NC1=CC=NC=C1 (4-aminopyridine), ClC(=O)OC1=CC=C(C=C1)[N+](=O)[O-] (4-nitrophenyl chloroformate), C(C)(C)N(CC)C(C)C (diisopropyl(ethyl)amine). Run in CCOC(=O)C (EtOAc), CCOC(=O)C (EtOAc), ClCCl (dichloromethane). Reaction conditions: time 10 minute. Yields the product ClC1=CC=C2C(=CC=NC2=C1)N1CCN(CC1)C(=O)NC1=CC=NC=C1 (7-Chloro-4-[4-(4-pyridinylaminocarbonyl)piperazin-1-yl]quinoline). As a reaction SMILES: [NH2:1][C:2]1[CH:7]=[CH:6][N:5]=[CH:4][CH:3]=1.Cl[C:9](OC1C=CC([N+]([O-])=O)=CC=1)=[O:10].C(N(C(C)C)CC)(C)C.[Cl:30][C:31]1[CH:40]=[C:39]2[C:34]([C:35]([N:41]3[CH2:46][CH2:45][NH:44][CH2:43][CH2:42]3)=[CH:36][CH:37]=[N:38]2)=[CH:33][CH:32]=1>ClCCl.CCOC(C)=O>[Cl:30][C:31]1[CH:40]=[C:39]2[C:34]([C:35]([N:41]3[CH2:46][CH2:45][N:44]([C:9]([NH:1][C:2]4[CH:7]=[CH:6][N:5]=[CH:4][CH:3]=4)=[O:10])[CH2:43][CH2:42]3)=[CH:36][CH:37]=[N:38]2)=[CH:33][CH:32]=1. Reported procedure: At 0° C. under nitrogen, to a solution of 4-aminopyridine (114 mg, 1.21 mmol) and 4-nitrophenyl chloroformate (244 mg, 1.21 mmol) in dichloromethane (5 mL) is added diisopropyl(ethyl)amine dropwise (391 mg, 3.03 mmol). After 10 min, the ice bath is removed, and the reaction mixture is stirred at rt. for an additional hour. After removal of solvent under vacuum, EtOAc (5 mL), diisopropyl(ethyl)amine (261 mg, 2.02 mmol) and 7-chloro-4-(piperazin-1-yl)quinoline (250 mg, 1.01 mmol) are added. The re...